From a dataset of the Open Reaction Database (ORD), a public repository of structured organic reaction records. describe an organic reaction: reactants, conditions, products, and yield The reactants are CC1=CC=C(C=C1)S(=O)(=O)OC[C@@H]2CO2 ((2S)-(+)-glycidyl tosylate), C1(=CC=CC=C1)O (phenol), C(CCC)C=1N(C=C(N1)C1=CC=C(C=C1)O)C1=CC=C(C=C1)OC1=CC=C(C=C1)Cl (4-{2-butyl-1-[4-(4-chloro-phenoxy)-phenyl]-1H-imidazol-4-yl}-phenol), C(=O)([O-])[O-].[Cs+].[Cs+] (Cs2CO3). Solvent: CN(C)C=O (DMF), CN(C)C=O (DMF). Yields the product C(CCC)C=1N(C=C(N1)C1=CC=C(C=C1)OC[C@H]1OC1)C1=CC=C(C=C1)OC1=CC=C(C=C1)Cl (2-butyl-1-[4-(4-chloro-phenoxy)-phenyl]-4-[4-((S)-1-oxiranylmethoxy)-phenyl]-1H-imidazole). RXN SMILES: [CH2:1]([C:5]1[N:6]([C:17]2[CH:22]=[CH:21][C:20]([O:23][C:24]3[CH:29]=[CH:28][C:27]([Cl:30])=[CH:26][CH:25]=3)=[CH:19][CH:18]=2)[CH:7]=[C:8]([C:10]2[CH:15]=[CH:14][C:13]([OH:16])=[CH:12][CH:11]=2)[N:9]=1)[CH2:2][CH2:3][CH3:4].C([O-])([O-])=O.[Cs+].[Cs+].CC1C=CC(S(O[CH2:48][C@H:49]2[O:51][CH2:50]2)(=O)=O)=CC=1.C1(O)C=CC=CC=1>CN(C=O)C>[CH2:1]([C:5]1[N:6]([C:17]2[CH:22]=[CH:21][C:20]([O:23][C:24]3[CH:25]=[CH:26][C:27]([Cl:30])=[CH:28][CH:29]=3)=[CH:19][CH:18]=2)[CH:7]=[C:8]([C:10]2[CH:11]=[CH:12][C:13]([O:16][CH2:48][C@@H:49]3[CH2:50][O:51]3)=[CH:14][CH:15]=2)[N:9]=1)[CH2:2][CH2:3][CH3:4] |f:1.2.3|. Procedure details: A mixture of 4-{2-butyl-1-[4-(4-chloro-phenoxy)-phenyl]-1H-imidazol-4-yl}-phenol (0.42 g, 1.0 mmol, 1.0 eq.) and Cs2CO3 (1.0 g, 3.0 mmol, 3.0 eq.) in DMF (3 mL) was stirred and preheated to 80° C. The reaction mixture was then treated with a solution of (2S)-(+)-glycidyl tosylate (0.27 g, 1.2 mmol, 1.2 eq.) in 1 mL of DMF dropwise, and further stirred at 80° C. for ˜30-60 min following completion of the addition. Analysis of the reaction by TLC and LC/MS showed that the starting phenol had been ... The reactants are BrCCCN1C(SCC1=O)=O (3-(3-bromopropyl)-2,4-thiazolidinedione), CC=1C=C(C=CC1)N1CCNCC1 (1-(3-methylphenyl)piperazine). Product: CC=1C=C(C=CC1)N1CCN(CC1)CCCN1C(SCC1=O)=O (3-[3-[4-(3-METHYLPHENYL)-1-PIPERAZINYL]PROPYL]-2,4-THIAZOLIDINEDIONE). Reaction SMILES: Br[CH2:2][CH2:3][CH2:4][N:5]1[C:9](=[O:10])[CH2:8][S:7][C:6]1=[O:11].[CH3:12][C:13]1[CH:14]=[C:15]([N:19]2[CH2:24][CH2:23][NH:22][CH2:21][CH2:20]2)[CH:16]=[CH:17][CH:18]=1>>[CH3:12][C:13]1[CH:14]=[C:15]([N:19]2[CH2:24][CH2:23][N:22]([CH2:2][CH2:3][CH2:4][N:5]3[C:9](=[O:10])[CH2:8][S:7][C:6]3=[O:11])[CH2:21][CH2:20]2)[CH:16]=[CH:17][CH:18]=1. Procedure details: Reaction of 3-(3-bromopropyl)-2,4-thiazolidinedione with 1-(3-methylphenyl)piperazine according to the procedure of Example I(c) affords 3-[3-[4-(3-METHYLPHENYL)-1-PIPERAZINYL]PROPYL]-2,4-THIAZOLIDINEDIONE.